This data is from the Open Reaction Database (ORD), a public repository of structured organic reaction records. The task is: describe an organic reaction: reactants, conditions, products, and yield Starting materials: FC=1C=C2C=CC(=NC2=CC1OC)C=O (6-fluoro-7-methoxyquinoline-2-carbaldehyde), FC([C@@H](C=1C=NC(=CC1)NN)N1C[C@H](CC1)NC(OC(C)(C)C)=O)(F)F (tert-butyl (S)-1-((R)-2,2,2-trifluoro-1-(6-hydrazinylpyridin-3-yl)ethyl)pyrrolidin-3-ylcarbamate). Solvent: C(C)O (ethanol). Conditions: time 24 hour. The product is FC([C@@H](C=1C=NC(=CC1)N/N=C/C1=NC2=CC(=C(C=C2C=C1)F)OC)N1C[C@H](CC1)NC(OC(C)(C)C)=O)(F)F (tert-butyl (S)-1-((R)-2,2,2-trifluoro-1-(6-((E)-2-((6-fluoro-7-methoxyquinolin-2-yl)methylene)hydrazinyl)pyridin-3-yl)ethyl)pyrrolidin-3-ylcarbamate). Reaction SMILES: [F:1][C:2]1[CH:3]=[C:4]2[C:9](=[CH:10][C:11]=1[O:12][CH3:13])[N:8]=[C:7]([CH:14]=O)[CH:6]=[CH:5]2.[F:16][C:17]([F:41])([F:40])[C@H:18]([N:27]1[CH2:31][CH2:30][C@H:29]([NH:32][C:33](=[O:39])[O:34][C:35]([CH3:38])([CH3:37])[CH3:36])[CH2:28]1)[C:19]1[CH:20]=[N:21][C:22]([NH:25][NH2:26])=[CH:23][CH:24]=1>C(O)C>[F:40][C:17]([F:16])([F:41])[C@H:18]([N:27]1[CH2:31][CH2:30][C@H:29]([NH:32][C:33](=[O:39])[O:34][C:35]([CH3:37])([CH3:38])[CH3:36])[CH2:28]1)[C:19]1[CH:20]=[N:21][C:22]([NH:25]/[N:26]=[CH:14]/[C:7]2[CH:6]=[CH:5][C:4]3[C:9](=[CH:10][C:11]([O:12][CH3:13])=[C:2]([F:1])[CH:3]=3)[N:8]=2)=[CH:23][CH:24]=1. Procedure details: To 6-fluoro-7-methoxyquinoline-2-carbaldehyde (54.7 mg, 0.266 mmol) in ethanol (5 mL) was added tert-butyl (S)-1-((R)-2,2,2-trifluoro-1-(6-hydrazinylpyridin-3-yl)ethyl)pyrrolidin-3-ylcarbamate (100 mg, 0.266 mmol) and the reaction was stirred for 24 hours at ambient temperature. The reaction was concentrated to dryness and used as is in the next step. Starting materials: CC(C[C@@H](CO)NCC(C)C)C ((2S)-4-methyl-2-(isobutylamino)pentan-1-ol), O=S(Cl)Cl (SOCl2), O=S(Cl)Cl (SOCl2). Run in C1(=CC=CC=C1)C (toluene). Conditions: temperature 90 celsius, time 8 hour. Yields the product Cl.ClC[C@H](CC(C)C)NCC(C)C (N-(1S)-(1-(chloromethyl)-3-methylbutyl)-N-(isobutyl)amine HCl salt). As a reaction SMILES: [CH3:1][CH:2]([CH3:12])[CH2:3][C@H:4]([NH:7][CH2:8][CH:9]([CH3:11])[CH3:10])[CH2:5]O.O=S(Cl)[Cl:15]>C1(C)C=CC=CC=1>[ClH:15].[Cl:15][CH2:5][C@@H:4]([NH:7][CH2:8][CH:9]([CH3:11])[CH3:10])[CH2:3][CH:2]([CH3:12])[CH3:1] |f:3.4|. Procedure: To a solution of (2S)-4-methyl-2-(isobutylamino)pentan-1-ol (Method B4c; 256 g, 1.5 mol) and toluene (2.5 L) was added SOCl2 (167 mL) over 15 min. After the addition of SOCl2 was complete the reaction was heated at 90° C. overnight. The reaction solution was then cooled to room temp. and concentrated under reduced pressure. The dark oily residue was dissolved in CH2Cl2 (2 L) and concentrated under reduced pressure. The red-brown residue was dissolved in Et2O (1 L), and hexane (750 mL) was added ...